From a dataset of the Open Reaction Database (ORD), a public repository of structured organic reaction records. describe an organic reaction: reactants, conditions, products, and yield Reactants: COC(=O)c1ccc(OCc2c(-c3ccc(F)c(F)c3)noc2C)nc1, C[Al](C)C, NCC(F)(F)F, C1COCCO1, O. The product is Cc1onc(-c2ccc(F)c(F)c2)c1COc1ccc(C(=O)NCC(F)(F)F)cn1. RXN SMILES: [CH3:11][O:12][C:13]([c:14]1[cH:15][n:16][c:17]([O:20][CH2:21][c:22]2[c:23](-[c:28]3[cH:29][c:30]([F:35])[c:31]([F:34])[cH:32][cH:33]3)[n:24][o:25][c:26]2[CH3:27])[cH:18][cH:19]1)=[O:36].[CH3:1][Al:2]([CH3:3])[CH3:4].[F:5][C:6]([CH2:7][NH2:8])([F:9])[F:10].[O:38]1[CH2:39][CH2:40][O:41][CH2:42][CH2:43]1.[OH2:37]>>[F:5][C:6]([CH2:7][NH:8][C:13](=[O:12])[c:14]1[cH:15][n:16][c:17]([O:20][CH2:21][c:22]2[c:23](-[c:28]3[cH:29][c:30]([F:35])[c:31]([F:34])[cH:32][cH:33]3)[n:24][o:25][c:26]2[CH3:27])[cH:18][cH:19]1)([F:9])[F:10]. Starting materials: [OH-].[Na+] (sodium hydroxide), BrC1=C(C=CC(=C1)OCC1CC1)CC(=O)OCC1CC1 (cyclopropylmethyl [2-bromo-4-(cyclopropylmethoxy)phenyl]acetate), O (water). Run in CO (methanol). Conditions: temperature 50 celsius, time 2 hour. Yields the product BrC1=C(C=CC(=C1)OCC1CC1)CC(=O)O ([2-bromo-4-(cyclopropylmethoxy)phenyl]acetic acid). Isolated yield 88.8%. Reaction SMILES: [OH-].[Na+].[Br:3][C:4]1[CH:9]=[C:8]([O:10][CH2:11][CH:12]2[CH2:14][CH2:13]2)[CH:7]=[CH:6][C:5]=1[CH2:15][C:16]([O:18]CC1CC1)=[O:17].O>CO>[Br:3][C:4]1[CH:9]=[C:8]([O:10][CH2:11][CH:12]2[CH2:13][CH2:14]2)[CH:7]=[CH:6][C:5]=1[CH2:15][C:16]([OH:18])=[O:17] |f:0.1|. Procedure: 1M Aqueous sodium hydroxide solution (30 mL) was added to a solution of cyclopropylmethyl [2-bromo-4-(cyclopropylmethoxy)phenyl]acetate (6 g) in methanol (50 mL) at room temperature, and the mixture was stirred at 50° C. for 2 hr. The reaction mixture was allowed to cool to room temperature, water was added thereto, and the mixture was washed with diisopropyl ether. The aqueous layer was acidified with 1M hydrochloric acid, and extracted with ethyl acetate. The combined organic layer was washed ... Starting materials: Cl (hydrochloric acid), CN(CCOC1=CC=C(C=C1)C(=C(C(F)(F)F)C1=CC=C(C=C1)OCOC)C1=CC=C(C=C1)OCOC)C (1-[4-(2-dimethylaminoethoxy)-phenyl]-3,3,3-trifluoro-1,2-bis-(4-methoxymethoxyphenyl)-propene). Solvent: CO (methanol). Run at time 1 hour. Product: Cl.CN(CCOC1=CC=C(C=C1)C(=C(C(F)(F)F)C1=CC=C(C=C1)O)C1=CC=C(C=C1)O)C (1-[4-(2-dimethylamino-ethoxy)-phenyl]-3,3,3-trifluoro-1,2-bis (4-hydroxyphenyl)-propene-hydrochloride). Isolated yield 74.4%. Reaction SMILES: [ClH:1].[CH3:2][N:3]([CH3:39])[CH2:4][CH2:5][O:6][C:7]1[CH:12]=[CH:11][C:10]([C:13]([C:29]2[CH:34]=[CH:33][C:32]([O:35]COC)=[CH:31][CH:30]=2)=[C:14]([C:19]2[CH:24]=[CH:23][C:22]([O:25]COC)=[CH:21][CH:20]=2)[C:15]([F:18])([F:17])[F:16])=[CH:9][CH:8]=1>CO>[ClH:1].[CH3:39][N:3]([CH3:2])[CH2:4][CH2:5][O:6][C:7]1[CH:12]=[CH:11][C:10]([C:13]([C:29]2[CH:34]=[CH:33][C:32]([OH:35])=[CH:31][CH:30]=2)=[C:14]([C:19]2[CH:24]=[CH:23][C:22]([OH:25])=[CH:21][CH:20]=2)[C:15]([F:16])([F:17])[F:18])=[CH:9][CH:8]=1 |f:3.4|. Reported procedure: 10 ml of a 9% methanolic hydrochloric acid are added to a solution of 4.0 g (7.47 mmoles) of 1-[4-(2-dimethylaminoethoxy)-phenyl]-3,3,3-trifluoro-1,2-bis-(4-methoxymethoxyphenyl)-propene in 40 ml of methanol, and the mixture is boiled for one hour. The solution is evaporated to dryness, and the residue is crystallized from ethanol. 2.67 g (74.4%) of the desired compound are obtained; m.p.: 256°-262° C. Reactants: ClC1=C(C(=CC(=C1)[N+](=O)[O-])Cl)N=C=S (2,6-dichloro-4-nitrophenylisothiocyanate), NCCCN (1,3-diaminopropane), Cl (HCl). Solvent: C1(=CC=CC=C1)C (toluene), C1(=CC=CC=C1)C (toluene). Reaction conditions: time 2 hour. Yields the product ClC1=C(C(=CC(=C1)[N+](=O)[O-])Cl)N=C1NCCCN1 (2-[(2,6-Dichloro-4-nitrophenyl)imino]hexahydropyrimidine). Isolated yield 20.8%. Reaction SMILES: [NH2:1][CH2:2][CH2:3][CH2:4][NH2:5].[Cl:6][C:7]1[CH:12]=[C:11]([N+:13]([O-:15])=[O:14])[CH:10]=[C:9]([Cl:16])[C:8]=1[N:17]=[C:18]=S.Cl>C1(C)C=CC=CC=1>[Cl:6][C:7]1[CH:12]=[C:11]([N+:13]([O-:15])=[O:14])[CH:10]=[C:9]([Cl:16])[C:8]=1[N:17]=[C:18]1[NH:5][CH2:4][CH2:3][CH2:2][NH:1]1. Procedure details: A solution of 1.65 mL (0.02 mol) of 1,3-diaminopropane in toluene (10 mL) was cooled to -10° C. using an ice/methanol bath. To this solution was added 2,6-dichloro-4-nitrophenylisothiocyanate (2.45 g, 0.01 mol) in toluene (10 mL) dropwise over 30 minutes, which reacted to form a red oil. The reaction was stirred for an additional 2 hours, then heated at reflux for 4 hours. The mixture was cooled to room temperature then treated with 30 mL of 1 M HCl. After filtration of some insoluble material, ... Starting materials: ClC1=CC=C(C(C)(C)N=C=O)C=C1 (p-chloro-α,α-dimethylbenzyl isocyanate), [C-]#N (cyanide), C(C(C)C)NC (N-i-butyl-N-methylamine). The product is C(C(C)C)N(C(=O)NC(C1=CC=C(C=C1)Cl)(C)C)C (1-i-Butyl-3-(p-chloro-α,α-dimethylbenzyl)-1-methylurea). Yield: 92.2%. RXN SMILES: [Cl:1][C:2]1[CH:13]=[CH:12][C:5]([C:6]([N:9]=[C:10]=[O:11])([CH3:8])[CH3:7])=[CH:4][CH:3]=1.[C-]#N.[CH2:16]([NH:20][CH3:21])[CH:17]([CH3:19])[CH3:18]>>[CH2:16]([N:20]([CH3:21])[C:10]([NH:9][C:6]([CH3:8])([CH3:7])[C:5]1[CH:4]=[CH:3][C:2]([Cl:1])=[CH:13][CH:12]=1)=[O:11])[CH:17]([CH3:19])[CH3:18]. Procedure details: 3.9 g of p-chloro-α,α-dimethylbenzyl isocyanate, prepared from the corresponding cyanide in the same way as in Synthesis Example 1, was added to 1.9 g of N-i-butyl-N-methylamine. The precipitated crystals were separated by filtration and recrystallized from n-hexane to obtain 5.2 g of the title compound.